This data is from the Open Reaction Database (ORD), a public repository of structured organic reaction records. The task is: describe an organic reaction: reactants, conditions, products, and yield The reactants are C(CCC)OC(=O)C1=C(C2=C(C(=N1)Br)C(=NS2)C)O (4-bromo-7-hydroxy-3-methyl-isothiazolo[4,5-c]pyridine-6-carboxylic acid butyl ester), C(CCC)[Sn](C1=NC=CN=C1)(CCCC)CCCC (2-(tributylstannyl)pyrazine). The product is C(CCC)OC(=O)C1=C(C2=C(C(=N1)C1=NC=CN=C1)C(=NS2)C)O (7-Hydroxy-3-methyl-4-pyrazin-2-yl-isothiazolo[4,5-c]pyridine-6-carboxylic acid butyl ester). RXN SMILES: [CH2:1]([O:5][C:6]([C:8]1[N:13]=[C:12](Br)[C:11]2[C:15]([CH3:18])=[N:16][S:17][C:10]=2[C:9]=1[OH:19])=[O:7])[CH2:2][CH2:3][CH3:4].C([Sn](CCCC)(CCCC)[C:25]1[CH:30]=[N:29][CH:28]=[CH:27][N:26]=1)CCC>>[CH2:1]([O:5][C:6]([C:8]1[N:13]=[C:12]([C:25]2[CH:30]=[N:29][CH:28]=[CH:27][N:26]=2)[C:11]2[C:15]([CH3:18])=[N:16][S:17][C:10]=2[C:9]=1[OH:19])=[O:7])[CH2:2][CH2:3][CH3:4]. Procedure: The title compound was synthesized in analogy Example 3 from 4-bromo-7-hydroxy-3-methyl-isothiazolo[4,5-c]pyridine-6-carboxylic acid butyl ester and 2-(tributylstannyl)pyrazine: MS (m/z) 345.2 (M+1)+. Starting materials: C(C=C)OC(=O)N1[C@@H](C[C@H](C1)OS(=O)(=O)C)COCCO ((2S,4R)-1-allyloxycarbonyl-2-(2-hydroxyethyloxymethyl)-4-methanesulfonyloxypyrrolidine), C(C)(=O)S (thioacetic S-acid), [OH-].[Ca+2].[OH-] (calcium hydroxide). Run in CC(CC(C)=O)C (4-methyl-2-pentanone). Yields the product C(C)(=O)S[C@H]1C[C@H](N(C1)C(=O)OCC=C)COCCO ((2S,4S)-4-acetylthio-1-allyloxycarbonyl-2-(2-hydroxyethyloxymethyl)pyrrolidine). As a reaction SMILES: [CH2:1]([O:4][C:5]([N:7]1[CH2:11][C@H:10](OS(C)(=O)=O)[CH2:9][C@H:8]1[CH2:17][O:18][CH2:19][CH2:20][OH:21])=[O:6])[CH:2]=[CH2:3].[C:22]([SH:25])(=[O:24])[CH3:23].[OH-].[Ca+2].[OH-]>CC(C)CC(=O)C>[C:22]([S:25][C@@H:10]1[CH2:11][N:7]([C:5]([O:4][CH2:1][CH:2]=[CH2:3])=[O:6])[C@H:8]([CH2:17][O:18][CH2:19][CH2:20][OH:21])[CH2:9]1)(=[O:24])[CH3:23] |f:2.3.4|. Procedure details: To a solution of (2S,4R)-1-allyloxycarbonyl-2-(2-hydroxyethyloxymethyl)-4-methanesulfonyloxypyrrolidine (28.0 g) and thioacetic S-acid (12.47 ml) in 4-methyl-2-pentanone (168 ml) was added calcium hydroxide (6.41 g) below 45° C. Under reduced pressure (50-60 mmHg), the solvent (60 ml) was removed at 40°-50° C. The resulting suspension was heated at 80°-85° C. for 15 hours. After cooling, insoluble material was filtered off and washed with ethyl acetate (50 ml). The filtrate and washing were comb... The reactants are C(C1=CC=CC=C1)OC=1C=C(CNC2=NC(=NC(=C2Cl)C)C)C=CC1 ((3-benzyloxybenzyl)(5-chloro-2,6-dimethylpyrimidin-4-yl)amine), Cl (hydrochloric acid). The solvent is C(C)O (ethanol). The product is ClC=1C(=NC(=NC1C)C)NCC=1C=C(C=CC1)O (3-[(5-Chloro-2,6-dimethylpyrimidin-4-ylamino)methyl]phenol). The yield is 51.9%. Reaction SMILES: C([O:8][C:9]1[CH:10]=[C:11]([CH:23]=[CH:24][CH:25]=1)[CH2:12][NH:13][C:14]1[C:19]([Cl:20])=[C:18]([CH3:21])[N:17]=[C:16]([CH3:22])[N:15]=1)C1C=CC=CC=1.Cl>C(O)C>[Cl:20][C:19]1[C:14]([NH:13][CH2:12][C:11]2[CH:10]=[C:9]([OH:8])[CH:25]=[CH:24][CH:23]=2)=[N:15][C:16]([CH3:22])=[N:17][C:18]=1[CH3:21]. Reported procedure: In analogy to the method described in example B1, 23.5 g (66 mmol) of (3-benzyloxybenzyl)(5-chloro-2,6-dimethylpyrimidin-4-yl)amine (from example A2) are reacted with 240 ml of 12.5N hydrochloric acid in 240 ml of ethanol. Extraction with ethyl acetate at a pH of 8 gives, after concentration, a solid residue which is extracted by stirring with water and dried. 9.03 g (52%) of the title compound are isolated as a beige crystallizate. m.p.: 194-197° C. Starting materials: CO, [Li+], COC(=O)c1cn(C2CCN(C(=O)NC3N=C(c4ccccc4)c4ccccc4N(CC(F)(F)F)C3=O)CC2)c(=O)[nH]1, [OH-], O. Yields the product O=C(O)c1cn(C2CCN(C(=O)NC3N=C(c4ccccc4)c4ccccc4N(CC(F)(F)F)C3=O)CC2)c(=O)[nH]1. RXN SMILES: [CH3:46][OH:47].[Li+:1].[O:3]=[c:4]1[n:5]([CH:13]2[CH2:14][CH2:15][N:16]([C:19](=[O:20])[NH:21][CH:22]3[C:23](=[O:44])[N:24]([CH2:39][C:40]([F:41])([F:42])[F:43])[c:25]4[c:26]([cH:35][cH:36][cH:37][cH:38]4)[C:27]([c:29]4[cH:30][cH:31][cH:32][cH:33][cH:34]4)=[N:28]3)[CH2:17][CH2:18]2)[cH:6][c:7]([C:9](=[O:10])[O:11][CH3:12])[nH:8]1.[OH-:2].[OH2:45]>>[O:3]=[c:4]1[n:5]([CH:13]2[CH2:14][CH2:15][N:16]([C:19](=[O:20])[NH:21][CH:22]3[C:23](=[O:44])[N:24]([CH2:39][C:40]([F:41])([F:42])[F:43])[c:25]4[c:26]([cH:35][cH:36][cH:37][cH:38]4)[C:27]([c:29]4[cH:30][cH:31][cH:32][cH:33][cH:34]4)=[N:28]3)[CH2:17][CH2:18]2)[cH:6][c:7]([C:9](=[O:10])[OH:11])[nH:8]1. The reactants are COC(=O)C=1N=CC(=NC1)N1[C@@H](CN(CC1)C=1N=NC(=C(C1C)C)CC1=CC=CC=C1)C ((R)-4-(6-Benzyl-4,5-dimethyl-pyridazin-3-yl)-2-methyl-3,4,5,6-tetrahydro-2H-[1,2′]bipyrazinyl-5′-carboxylic acid methyl ester), C1CCOC1 (THF), [Li+].[OH-] (LiOH), O (H2O). Run in CO (MeOH). Reaction conditions: time 16 hour. The product is C(C1=CC=CC=C1)C1=C(C(=C(N=N1)N1C[C@H](N(CC1)C1=NC=C(N=C1)C(=O)O)C)C)C ((R)-4-(6-Benzyl-4,5-dimethyl-pyridazin-3-yl)-2-methyl-3,4,5,6-tetrahydro-2H-[1,2′]bipyrazinyl-5′-carboxylic acid). Yield: 83.9%. Reaction SMILES: C[O:2][C:3]([C:5]1[N:6]=[CH:7][C:8]([N:11]2[CH2:16][CH2:15][N:14]([C:17]3[N:18]=[N:19][C:20]([CH2:25][C:26]4[CH:31]=[CH:30][CH:29]=[CH:28][CH:27]=4)=[C:21]([CH3:24])[C:22]=3[CH3:23])[CH2:13][C@H:12]2[CH3:32])=[N:9][CH:10]=1)=[O:4].[Li+].[OH-].O.C1COCC1>CO>[CH2:25]([C:20]1[N:19]=[N:18][C:17]([N:14]2[CH2:15][CH2:16][N:11]([C:8]3[CH:7]=[N:6][C:5]([C:3]([OH:4])=[O:2])=[CH:10][N:9]=3)[C@H:12]([CH3:32])[CH2:13]2)=[C:22]([CH3:23])[C:21]=1[CH3:24])[C:26]1[CH:31]=[CH:30][CH:29]=[CH:28][CH:27]=1 |f:1.2|. Reported procedure: (R)-4-(6-Benzyl-4,5-dimethyl-pyridazin-3-yl)-2-methyl-3,4,5,6-tetrahydro-2H-[1,2′]bipyrazinyl-5′-carboxylic acid methyl ester (1.8 g, 4.16 mmol) is combined with LiOH (998 mg, 42 mmol), H2O (20 mL), THF (20 mL), and MeOH (10 mL). The combined mixture is allowed to stir at room temperature for 16 h. It is concentrated to remove organic solvents in vacuo. Additional water is added and the pH is adjusted to 4.0 with HCl or phosphate buffer. The solution is extracted with EtOAc and the combined orga... Starting materials: CSC1CC(N1CCCC(=O)C1=CC=CC=C1)=O (4-methylthio-1-(4-phenyl-4-oxobutyl)azetidin-2-one), C1=CC(=CC(=C1)Cl)C(=O)OO (mCPBA). The product is CS(=O)C1CC(N1CCCC(=O)C1=CC=CC=C1)=O (4-Methylsulphinyl-1-(4-phenvl-4-oxobutyl)azetidin-2-one). The yield is 89.0%. RXN SMILES: [CH3:1][S:2][CH:3]1[N:6]([CH2:7][CH2:8][CH2:9][C:10]([C:12]2[CH:17]=[CH:16][CH:15]=[CH:14][CH:13]=2)=[O:11])[C:5](=[O:18])[CH2:4]1.C1C=C(Cl)C=C(C(OO)=[O:27])C=1>>[CH3:1][S:2]([CH:3]1[N:6]([CH2:7][CH2:8][CH2:9][C:10]([C:12]2[CH:13]=[CH:14][CH:15]=[CH:16][CH:17]=2)=[O:11])[C:5](=[O:18])[CH2:4]1)=[O:27]. Reported procedure: Treatment of 4-methylthio-1-(4-phenyl-4-oxobutyl)azetidin-2-one (0.29 g, 1.09 mmol)with mCPBA as described in Example 2 gave the title compound as a yellow oil (0.27 g, 89%), Reaction SMILES: [CH3:14][OH:15].[CH3:1][NH2:2].[Cl:3][c:4]1[cH:5][c:6]2[c:7]([cH:12][cH:13]1)[C:8](=[O:11])[O:9][CH2:10]2>>[CH3:1][NH:2][C:8]([c:7]1[c:6]([CH2:10][OH:9])[cH:5][c:4]([Cl:3])[cH:13][cH:12]1)=[O:11]. The reactants are CO, CN, O=C1OCc2cc(Cl)ccc21. Yields the product CNC(=O)c1ccc(Cl)cc1CO. Reactants: CCOC(=O)c1cc(-n2cnnn2)cc2c1OC(C)(C)C2, CO, [Li+], C1CCOC1, [OH-], O. Reaction SMILES: [CH3:1][C:2]1([CH3:21])[O:3][c:4]2[c:5]([cH:7][c:8](-[n:16]3[n:17][n:18][n:19][cH:20]3)[cH:9][c:10]2[C:11](=[O:12])[O:13][CH2:14][CH3:15])[CH2:6]1.[CH3:24][OH:25].[Li+:22].[O:26]1[CH2:27][CH2:28][CH2:29][CH2:30]1.[OH-:23].[OH2:31]>>[CH3:1][C:2]1([CH3:21])[O:3][c:4]2[c:5]([cH:7][c:8](-[n:16]3[n:17][n:18][n:19][cH:20]3)[cH:9][c:10]2[C:11](=[O:12])[OH:13])[CH2:6]1. Product: CC1(C)Cc2cc(-n3cnnn3)cc(C(=O)O)c2O1.